Dataset: the Open Reaction Database (ORD), a public repository of structured organic reaction records. Task: describe an organic reaction: reactants, conditions, products, and yield Starting materials: [N+](=O)([O-])C1=C(C=CC=C1)C (ortho-nitrotoluene), C(C=C)#N (acrylonitrile). Yields the product [N+](=O)([O-])C1=C(C=CC=C1)CCCC#N (4-(2-nitrophenyl)-butyronitrile). Reaction SMILES: [N+:1]([C:4]1[CH:9]=[CH:8][CH:7]=[CH:6][C:5]=1[CH3:10])([O-:3])=[O:2].[C:11](#[N:14])[CH:12]=[CH2:13]>>[N+:1]([C:4]1[CH:9]=[CH:8][CH:7]=[CH:6][C:5]=1[CH2:10][CH2:13][CH2:12][C:11]#[N:14])([O-:3])=[O:2]. Procedure: reaction of ortho-nitrotoluene with acrylonitrile to give 4-(2-nitrophenyl)-butyronitrile, Starting materials: COCCOC, Cl, N#Cc1ccc(N(CCOc2ccc(C(=O)C(F)(F)F)cc2)CC(F)(F)F)cc1C(F)(F)F, C[Si](C)(C)C(F)(F)F, O. The product is N#Cc1ccc(N(CCOc2ccc(C(O)(C(F)(F)F)C(F)(F)F)cc2)CC(F)(F)F)cc1C(F)(F)F. Reaction SMILES: [CH3:43][O:44][CH2:45][CH2:46][O:47][CH3:48].[ClH:42].[F:1][C:2]([C:3](=[O:4])[c:5]1[cH:6][cH:7][c:8]([O:11][CH2:12][CH2:13][N:14]([c:15]2[cH:16][c:17]([C:23]([F:24])([F:25])[F:26])[c:18]([C:19]#[N:20])[cH:21][cH:22]2)[CH2:27][C:28]([F:29])([F:30])[F:31])[cH:9][cH:10]1)([F:32])[F:33].[F:34][C:35]([F:36])([F:37])[Si:38]([CH3:39])([CH3:40])[CH3:41].[OH2:49]>>[F:1][C:2]([C:3]([OH:4])([c:5]1[cH:6][cH:7][c:8]([O:11][CH2:12][CH2:13][N:14]([c:15]2[cH:16][c:17]([C:23]([F:24])([F:25])[F:26])[c:18]([C:19]#[N:20])[cH:21][cH:22]2)[CH2:27][C:28]([F:29])([F:30])[F:31])[cH:9][cH:10]1)[C:35]([F:34])([F:36])[F:37])([F:32])[F:33]. Reactants: CN(c1ccccn1)S(=O)(=O)c1cc(Br)c(Cl)cc1F, OCCCCO, [H-], [Na+], CN(C)C=O. Yields the product CN(c1ccccn1)S(=O)(=O)c1cc(Br)c(Cl)cc1OCCCCO. Reaction SMILES: [Br:9][c:10]1[c:11]([Cl:28])[cH:12][c:13]([F:27])[c:14]([S:16](=[O:17])(=[O:18])[N:19]([c:20]2[n:21][cH:22][cH:23][cH:24][cH:25]2)[CH3:26])[cH:15]1.[CH2:1]([CH2:2][CH2:3][CH2:4][OH:5])[OH:6].[H-:7].[Na+:8].[O:29]=[CH:30][N:31]([CH3:32])[CH3:33]>>[CH2:1]([CH2:2][CH2:3][CH2:4][O:5][c:13]1[cH:12][c:11]([Cl:28])[c:10]([Br:9])[cH:15][c:14]1[S:16](=[O:17])(=[O:18])[N:19]([c:20]1[n:21][cH:22][cH:23][cH:24][cH:25]1)[CH3:26])[OH:6]. Reactants: C=C(C)OC, CCCCCC, CCC=C(C)C(O)CCC(C)C, Cl. Product: CCC=C(C)C(CCC(C)C)OC(C)(C)OC. Reaction SMILES: [CH3:13][O:14][C:15](=[CH2:16])[CH3:17].[CH3:19][CH2:20][CH2:21][CH2:22][CH2:23][CH3:24].[CH3:1][CH:2]([CH3:3])[CH2:4][CH2:5][CH:6]([C:7](=[CH:8][CH2:9][CH3:10])[CH3:11])[OH:12].[ClH:18]>>[CH3:1][CH:2]([CH3:3])[CH2:4][CH2:5][CH:6]([C:7](=[CH:8][CH2:9][CH3:10])[CH3:11])[O:12][C:15]([O:14][CH3:13])([CH3:16])[CH3:17]. Reported procedure: 4-Fluorobenzyl 4-[4-(2-{[(2S)-3-(4-{[tert-butyl(diphenyl)silyl]oxy}phenoxy)-2-hydroxypropyl]amino}ethyl)anilino]-1-piperidinecarboxylate (0.18 g, 0.232 mmol) was reacted according to Procedure H (eluant: 10:1 chloroform-methanol) to give the title compound (0.125 g, 0.197 mmol). Solvent: C(Cl)(Cl)Cl.CO (chloroform methanol). Yield: 84.9%. The product is FC1=CC=C(COC(=O)N2CCC(CC2)NC2=CC=C(C=C2)CCNC[C@@H](COC2=CC=C(C=C2)O)O)C=C1 (4-(4-[2-[(2S)-2-Hydroxy-3-(4-hydroxy-phenoxy)-propylamino]-ethyl}-phenylamino)-piperidine-1-carboxylic acid 4-fluoro-benzyl ester). Reactants: [Si](C1=CC=CC=C1)(C1=CC=CC=C1)(C(C)(C)C)OC1=CC=C(OC[C@H](CNCCC2=CC=C(NC3CCN(CC3)C(=O)OCC3=CC=C(C=C3)F)C=C2)O)C=C1 (4-Fluorobenzyl 4-[4-(2-{[(2S)-3-(4-{[tert-butyl(diphenyl)silyl]oxy}phenoxy)-2-hydroxypropyl]amino}ethyl)anilino]-1-piperidinecarboxylate). As a reaction SMILES: [Si]([O:18][C:19]1[CH:56]=[CH:55][C:22]([O:23][CH2:24][C@@H:25]([OH:54])[CH2:26][NH:27][CH2:28][CH2:29][C:30]2[CH:53]=[CH:52][C:33]([NH:34][CH:35]3[CH2:40][CH2:39][N:38]([C:41]([O:43][CH2:44][C:45]4[CH:50]=[CH:49][C:48]([F:51])=[CH:47][CH:46]=4)=[O:42])[CH2:37][CH2:36]3)=[CH:32][CH:31]=2)=[CH:21][CH:20]=1)(C(C)(C)C)(C1C=CC=CC=1)C1C=CC=CC=1>C(Cl)(Cl)Cl.CO>[F:51][C:48]1[CH:47]=[CH:46][C:45]([CH2:44][O:43][C:41]([N:38]2[CH2:37][CH2:36][CH:35]([NH:34][C:33]3[CH:52]=[CH:53][C:30]([CH2:29][CH2:28][NH:27][CH2:26][C@H:25]([OH:54])[CH2:24][O:23][C:22]4[CH:21]=[CH:20][C:19]([OH:18])=[CH:56][CH:55]=4)=[CH:31][CH:32]=3)[CH2:40][CH2:39]2)=[O:42])=[CH:50][CH:49]=1 |f:1.2|.